From a dataset of the Open Reaction Database (ORD), a public repository of structured organic reaction records. describe an organic reaction: reactants, conditions, products, and yield Starting materials: O=C(Oc1ccc(O)cc1)c1ccccc1, CC(=O)O, O=[N+]([O-])O. Product: O=C(Oc1ccc(O)c([N+](=O)[O-])c1)c1ccccc1. As a reaction SMILES: [C:1]([c:2]1[cH:3][cH:4][cH:5][cH:6][cH:7]1)(=[O:8])[O:9][c:10]1[cH:11][cH:12][c:13]([OH:16])[cH:14][cH:15]1.[CH3:21][C:22](=[O:23])[OH:24].[OH:17][N+:18]([O-:19])=[O:20]>>[C:1]([c:2]1[cH:3][cH:4][cH:5][cH:6][cH:7]1)(=[O:8])[O:9][c:10]1[cH:11][cH:12][c:13]([OH:16])[c:14]([N+:18](=[O:17])[O-:19])[cH:15]1. The reactants are CCOC(=O)N1c2cc(OC)c(OC)cc2C(N(Cc2cc(C(F)(F)F)cc(C(F)(F)F)c2)C(=O)OC)CC1C, CI, C1CCOC1. Product: CCOC(=O)N1c2cc(OC)c(OC)cc2C(N(C(=O)OC)C(C)c2cc(C(F)(F)F)cc(C(F)(F)F)c2)CC1C. Reaction SMILES: [CH2:1]([CH3:2])[O:3][C:4](=[O:5])[N:6]1[CH:7]([CH3:40])[CH2:8][CH:9]([N:20]([C:21](=[O:22])[O:23][CH3:24])[CH2:25][c:26]2[cH:27][c:28]([C:36]([F:37])([F:38])[F:39])[cH:29][c:30]([C:32]([F:33])([F:34])[F:35])[cH:31]2)[c:10]2[cH:11][c:12]([O:18][CH3:19])[c:13]([O:16][CH3:17])[cH:14][c:15]21.[CH3:41][I:42].[O:43]1[CH2:44][CH2:45][CH2:46][CH2:47]1>>[CH2:1]([CH3:2])[O:3][C:4](=[O:5])[N:6]1[CH:7]([CH3:40])[CH2:8][CH:9]([N:20]([C:21](=[O:22])[O:23][CH3:24])[CH:25]([c:26]2[cH:27][c:28]([C:36]([F:37])([F:38])[F:39])[cH:29][c:30]([C:32]([F:33])([F:34])[F:35])[cH:31]2)[CH3:41])[c:10]2[cH:11][c:12]([O:18][CH3:19])[c:13]([O:16][CH3:17])[cH:14][c:15]21. Reactants: Cl.Cl.NC=1C=C(C(=O)OC)C=CC1N (Methyl 3,4-diaminobenzoate dihydrochloride), NC(=O)N (urea), Cl (hydrochloric acid). Run in O (water). Conditions: temperature 150 celsius. The product is O=C1NC2=C(N1)C=C(C=C2)C(=O)OC (methyl 2-oxo-2,3-dihydro-1H -benzimidazole-6-carboxylate). Reaction SMILES: Cl.Cl.[NH2:3][C:4]1[CH:5]=[C:6]([CH:11]=[CH:12][C:13]=1[NH2:14])[C:7]([O:9][CH3:10])=[O:8].N[C:16](N)=[O:17].Cl>O>[O:17]=[C:16]1[NH:3][C:4]2[CH:5]=[C:6]([C:7]([O:9][CH3:10])=[O:8])[CH:11]=[CH:12][C:13]=2[NH:14]1 |f:0.1.2|. Procedure details: Methyl 3,4-diaminobenzoate dihydrochloride (20 g, 0.08 mol) was mixed with urea (6.54 g, 0.11 mol). Reaction mixture was heated at ˜150° C. for 7 hours. After cooling powder was suspended in water (400 ml) and pH of the last one was adjusted to 0.45 with hydrochloric acid. Precipitate was filtered and rinsed with water and hydrochloric acid (pH=1.5). Obtained filter cake was dried at ˜100° C. Yield 15.7 g (97%). Starting materials: CN(CCC1=C(C(C(=O)O)(O)C2=CC=CC=C2)C=CC=C1)C (o-(2-dimethylaminoethyl)benzilic acid), CN(CCC1=C(C(C(=O)OC)(O)C2=CC=CC=C2)C=CC=C1)C (methyl o-(2-dimethylaminoethyl)benzilate), Example 2 ( 4 ). The product is CN(CCOC(C(O)(C1=CC=CC=C1)C1=CC=CC=C1)=O)C (O-(2-dimethylaminoethyl)benzilic acid). RXN SMILES: CN(C)CC[C:5]1[CH:21]=[CH:20][CH:19]=[CH:18][C:6]=1[C:7]([C:12]1[CH:17]=[CH:16][CH:15]=[CH:14][CH:13]=1)([OH:11])[C:8]([OH:10])=[O:9].[CH3:23][N:24]([CH3:45])[CH2:25][CH2:26]C1C=CC=CC=1C(C1C=CC=CC=1)(O)C(OC)=O>>[CH3:23][N:24]([CH3:45])[CH2:25][CH2:26][O:10][C:8](=[O:9])[C:7]([C:12]1[CH:13]=[CH:14][CH:15]=[CH:16][CH:17]=1)([C:6]1[CH:5]=[CH:21][CH:20]=[CH:19][CH:18]=1)[OH:11]. Procedure: 0.24 g (0.802 mmol) of o-(2-dimethylaminoethyl)benzilic acid shown below was obtained as a faint yellow solid from 0.31 g (1.0 mmol) of methyl o-(2-dimethylaminoethyl)benzilate in the same manner as in Production Example 2 (4). ##STR24## Its spectroscopic data are as follows: 1H-NMR (CDCl3) δ (ppm) : 2.87 (6H, s), 3.09 (2H, t, J=4.8 Hz), 3.51 (2H, t, J=4.8 Hz), 7.21~7.30 (6H, m), 7.50~7.54 (4H, m).